This data is from the Open Reaction Database (ORD), a public repository of structured organic reaction records. The task is: describe an organic reaction: reactants, conditions, products, and yield Reactants: CCN=C=NCCCN(C)C, CCN(C(C)C)C(C)C, Clc1ccccc1OC1CNC1, Cl, CN(C)C=O, On1nnc2ccccc21, O=C(O)CNC(=O)c1cn(-c2ccccc2)cn1. Product: O=C(NCC(=O)N1CC(Oc2ccccc2Cl)C1)c1cn(-c2ccccc2)cn1. Reaction SMILES: [CH3:38][CH2:39][N:40]=[C:41]=[N:42][CH2:43][CH2:44][CH2:45][N:46]([CH3:47])[CH3:48].[CH:1]([N:2]([CH2:3][CH3:4])[CH:5]([CH3:6])[CH3:7])([CH3:8])[CH3:9].[Cl:50][c:51]1[c:52]([O:53][CH:54]2[CH2:55][NH:56][CH2:57]2)[cH:58][cH:59][cH:60][cH:61]1.[ClH:49].[O:62]=[CH:63][N:64]([CH3:65])[CH3:66].[OH:28][n:29]1[c:30]2[c:31]([cH:32][cH:33][cH:34][cH:35]2)[n:36][n:37]1.[c:10]1(-[n:16]2[cH:17][n:18][c:19]([C:21](=[O:22])[NH:23][CH2:24][C:25](=[O:26])[OH:27])[cH:20]2)[cH:11][cH:12][cH:13][cH:14][cH:15]1>>[c:10]1(-[n:16]2[cH:17][n:18][c:19]([C:21](=[O:22])[NH:23][CH2:24][C:25](=[O:27])[N:56]3[CH2:55][CH:54]([O:53][c:52]4[c:51]([Cl:50])[cH:61][cH:60][cH:59][cH:58]4)[CH2:57]3)[cH:20]2)[cH:11][cH:12][cH:13][cH:14][cH:15]1. The reactants are CC(C)(C)C(=O)Cl, CCN(C(C)C)C(C)C, ClCCl, Cl, COC(=O)c1cc(CN)ccc1Cl. Yields the product COC(=O)c1cc(CNC(=O)C(C)(C)C)ccc1Cl. As a reaction SMILES: [C:24]([C:25]([CH3:26])([CH3:27])[CH3:28])(=[O:29])[Cl:30].[CH:15]([N:16]([CH2:17][CH3:18])[CH:19]([CH3:20])[CH3:21])([CH3:22])[CH3:23].[Cl:31][CH2:32][Cl:33].[ClH:1].[NH2:2][CH2:3][c:4]1[cH:5][cH:6][c:7]([Cl:14])[c:8]([C:9](=[O:10])[O:11][CH3:12])[cH:13]1>>[NH:2]([CH2:3][c:4]1[cH:5][cH:6][c:7]([Cl:14])[c:8]([C:9](=[O:10])[O:11][CH3:12])[cH:13]1)[C:24]([C:25]([CH3:26])([CH3:27])[CH3:28])=[O:29]. The solvent is C(C)(=O)O (acetic acid). Reagents/catalysts: [Fe] (iron), [Fe] (iron). Reactants: C(C)(=O)NC=1C(=CC(=C(NC2=CC=C(OC(C(=O)OC)C)C=C2)C1)[N+](=O)[O-])F (Methyl 2-[p-(5-acetamido-4-fluoro-2-nitroanilino) -phenoxy]propionate). Procedure: Methyl 2-[p-(5-acetamido-4-fluoro-2-nitroanilino) -phenoxy]propionate (8.2 g, 0.021 mol) is added to a mixture of iron dust (3.51 g, 0.063 mol) in a 5% acetic acid solution at 65° C. The reaction mixture is stirred at 65° C. for 2.5 hours, treated with additional iron dust (0.5 g), stirred at 65° C. for 30 minutes, cooled to room temperature and filtered through diatomaceous earth. The resultant filtrate is poured into water and extracted with ethyl acetate. The organic extracts are combined, wa... Run at temperature 65 celsius, time 2.5 hour. Yields the product C(C)(=O)NC=1C(=CC(=C(NC2=CC=C(OC(C(=O)OC)C)C=C2)C1)N)F (Methyl 2-[p-(5-acetamido-2-amino-4-fluoroanilino)phenoxy]propionate). RXN SMILES: [C:1]([NH:4][C:5]1[C:6]([F:28])=[CH:7][C:8]([N+:25]([O-])=O)=[C:9]([CH:24]=1)[NH:10][C:11]1[CH:23]=[CH:22][C:14]([O:15][CH:16]([CH3:21])[C:17]([O:19][CH3:20])=[O:18])=[CH:13][CH:12]=1)(=[O:3])[CH3:2]>[Fe].C(O)(=O)C>[C:1]([NH:4][C:5]1[C:6]([F:28])=[CH:7][C:8]([NH2:25])=[C:9]([CH:24]=1)[NH:10][C:11]1[CH:23]=[CH:22][C:14]([O:15][CH:16]([CH3:21])[C:17]([O:19][CH3:20])=[O:18])=[CH:13][CH:12]=1)(=[O:3])[CH3:2]. Reactants: CS(=O)O, CO, O=[N+]([O-])c1cc(CCl)cc(C(F)(F)F)c1, [Na]. Yields the product CS(=O)(=O)Cc1cc([N+](=O)[O-])cc(C(F)(F)F)c1. As a reaction SMILES: [CH3:17][S:18](=[O:19])[OH:20].[CH3:21][OH:22].[Cl:1][CH2:2][c:3]1[cH:4][c:5]([N+:13](=[O:14])[O-:15])[cH:6][c:7]([C:9]([F:10])([F:11])[F:12])[cH:8]1.[Na:16]>>[CH2:2]([c:3]1[cH:4][c:5]([N+:13](=[O:14])[O-:15])[cH:6][c:7]([C:9]([F:10])([F:11])[F:12])[cH:8]1)[S:18]([CH3:17])(=[O:19])=[O:20]. The reactants are [Si](C1=CC=CC=C1)(C1=CC=CC=C1)(C(C)(C)C)OC[C@H](CC)N1C([C@@](C[C@@H]([C@H]1C1=CC=C(C=C1)Cl)C1=CC(=CC=C1)Cl)(C)C1C(C1)C(=O)O)=O (2-((3R,5R,6S)-1-((S)-1-(tert-Butyldiphenylsilyloxy)butan-2-yl)-5-(3-chlorophenyl)-6-(4-chlorophenyl)-3-methyl-2-oxopiperidin-3-yl)cyclopropanecarboxylic acid), CCCC[N+](CCCC)(CCCC)CCCC.[F-] (TBAF), CCCC[N+](CCCC)(CCCC)CCCC.[F-] (TBAF). Run in C1CCOC1 (THF). Reaction conditions: time 3 hour. Yields the product ClC=1C=C(C=CC1)[C@H]1C[C@](C(N([C@@H]1C1=CC=C(C=C1)Cl)[C@H](CO)CC)=O)(C)C1C(C1)C(=O)O (2-((3R,5R,6S)-5-(3-Chlorophenyl)-6-(4-chlorophenyl)-1-((S)-1-hydroxybutan-2-yl)-3-methyl-2-oxopiperidin-3-yl)cyclopropanecarboxylic acid). Reaction SMILES: [Si]([O:18][CH2:19][C@@H:20]([N:23]1[C@H:28]([C:29]2[CH:34]=[CH:33][C:32]([Cl:35])=[CH:31][CH:30]=2)[C@@H:27]([C:36]2[CH:41]=[CH:40][CH:39]=[C:38]([Cl:42])[CH:37]=2)[CH2:26][C@@:25]([CH:44]2[CH2:46][CH:45]2[C:47]([OH:49])=[O:48])([CH3:43])[C:24]1=[O:50])[CH2:21][CH3:22])(C(C)(C)C)(C1C=CC=CC=1)C1C=CC=CC=1.CCCC[N+](CCCC)(CCCC)CCCC.[F-]>C1COCC1>[Cl:42][C:38]1[CH:37]=[C:36]([C@@H:27]2[C@@H:28]([C:29]3[CH:34]=[CH:33][C:32]([Cl:35])=[CH:31][CH:30]=3)[N:23]([C@@H:20]([CH2:21][CH3:22])[CH2:19][OH:18])[C:24](=[O:50])[C@:25]([CH:44]3[CH2:46][CH:45]3[C:47]([OH:49])=[O:48])([CH3:43])[CH2:26]2)[CH:41]=[CH:40][CH:39]=1 |f:1.2|. Reported procedure: To a stirred solution of the acid from Example 248, Step F (10 mg, 0.014 mmol) in THF (0.2 mL) was added TBAF (0.1 mL, 1.0 M solution in THF). After 30 minutes more TBAF (0.1 mL, 1.0 M solution in THF) was added and the reaction was stirred at rt for 3 hours. After this time the reaction was partitioned between EtOAc (30 mL) and 1M aqueous HCl (5 mL). The separated organic layer was dried over MgSO4, filtered and evaporated in vacuo. The resulting residue was purified by reverse phase HPLC (Sunf... Reaction SMILES: [CH:1]([N:4]=[CH:5][CH2:6][CH:7]([C:9]1[CH:14]=[CH:13][CH:12]=[CH:11][C:10]=1[C:15]1[CH:20]=[CH:19][CH:18]=[CH:17][CH:16]=1)[CH3:8])([CH3:3])[CH3:2]>O1CCOCC1.[Pt]>[CH:1]([NH:4][CH2:5][CH2:6][CH:7]([C:9]1[CH:14]=[CH:13][CH:12]=[CH:11][C:10]=1[C:15]1[CH:20]=[CH:19][CH:18]=[CH:17][CH:16]=1)[CH3:8])([CH3:2])[CH3:3]. The reagents and catalysts are [Pt] (platinum). The solvent is O1CCOCC1 (dioxane). Reported procedure: A solution of 2.65 g of 1-isopropylimino-3-p-biphenylyl-butane (obtainable from 3-p-biphenylyl-butanal and isopropylamine) in 25 ml of dioxane is hydrogenated, over 0.2 g of platinum, at 20° and normal pressure until hydrogen absorption ceases. The mixture is filtered and evaporated to give 1-isopropylamino-3-p-biphenylyl-butane. The product is C(C)(C)NCCC(C)C1=C(C=CC=C1)C1=CC=CC=C1 (1-isopropylamino-3-p-biphenylyl-butane). Starting materials: C(C)(C)N=CCC(C)C1=C(C=CC=C1)C1=CC=CC=C1 (1-isopropylimino-3-p-biphenylyl-butane). Starting materials: CN1CCNCC1 (1-methylpiperazine), BrCC1=C(C=C(C(=O)OCC)C=C1)C(F)(F)F (ethyl 4-(bromomethyl)-3-(trifluoromethyl)benzoate), C([O-])([O-])=O.[K+].[K+] (potassium carbonate). The solvent is CN(C=O)C (N,N-dimethylformamide). Run at time 8 hour. The product is CN1CCN(CC1)CC1=C(C=C(C(=O)OCC)C=C1)C(F)(F)F (Ethyl 4-((4-methylpiperazin-1-yl)methyl)-3-(trifluoromethyl)benzoate). Reaction SMILES: [CH3:1][N:2]1[CH2:7][CH2:6][NH:5][CH2:4][CH2:3]1.Br[CH2:9][C:10]1[CH:20]=[CH:19][C:13]([C:14]([O:16][CH2:17][CH3:18])=[O:15])=[CH:12][C:11]=1[C:21]([F:24])([F:23])[F:22].C(=O)([O-])[O-].[K+].[K+]>CN(C)C=O>[CH3:1][N:2]1[CH2:7][CH2:6][N:5]([CH2:9][C:10]2[CH:20]=[CH:19][C:13]([C:14]([O:16][CH2:17][CH3:18])=[O:15])=[CH:12][C:11]=2[C:21]([F:22])([F:24])[F:23])[CH2:4][CH2:3]1 |f:2.3.4|. Procedure: A mixture of 1-methylpiperazine (600 mg, 1.5 mmol), ethyl 4-(bromomethyl)-3-(trifluoromethyl)benzoate (310 mg, 1.0 mmol), and potassium carbonate (276 mg, 2.0 mmol) in N,N-dimethylformamide (8 mL) were stirred at room temperature overnight. The solvent was removed under reduced pressure and the residue was diluted with ethyl acetate and water. The aqueous layer was extracted with ethyl acetate. The combined organic layers were dried and concentrated to give the product without further purificati...